From a dataset of the Open Reaction Database (ORD), a public repository of structured organic reaction records. describe an organic reaction: reactants, conditions, products, and yield The reactants are COC(=O)C(N)Cc1ccc(-c2ccc(C(F)(F)F)cc2)cc1, O=C(O)c1ccc(Oc2ccc(C(F)(F)F)cn2)cc1. Yields the product COC(=O)C(Cc1ccc(-c2ccc(C(F)(F)F)cc2)cc1)NC(=O)c1ccc(Oc2ccc(C(F)(F)F)cn2)cc1. Reaction SMILES: [CH3:21][O:22][C:23]([CH:24]([CH2:25][c:26]1[cH:27][cH:28][c:29](-[c:32]2[cH:33][cH:34][c:35]([C:38]([F:39])([F:40])[F:41])[cH:36][cH:37]2)[cH:30][cH:31]1)[NH2:42])=[O:43].[F:1][C:2]([c:3]1[cH:4][cH:5][c:6]([O:9][c:10]2[cH:11][cH:12][c:13]([C:14](=[O:15])[OH:16])[cH:17][cH:18]2)[n:7][cH:8]1)([F:19])[F:20]>>[F:1][C:2]([c:3]1[cH:4][cH:5][c:6]([O:9][c:10]2[cH:11][cH:12][c:13]([C:14](=[O:16])[NH:42][CH:24]([C:23]([O:22][CH3:21])=[O:43])[CH2:25][c:26]3[cH:27][cH:28][c:29](-[c:32]4[cH:33][cH:34][c:35]([C:38]([F:39])([F:40])[F:41])[cH:36][cH:37]4)[cH:30][cH:31]3)[cH:17][cH:18]2)[n:7][cH:8]1)([F:19])[F:20]. Starting materials: ClC1=C(C(=CC(=C1)C(F)(F)F)Cl)C=1NC(=C(N1)C#N)C#N (2-(2,6-dichloro-4-trifluoromethylphenyl)-4,5-dicyanoimidazole), [OH-].[K+] (potassium hydroxide), C(C)O (ethanol), Cl (hydrochloric acid). Run in O (water), O (water). Product: ClC1=C(C(=CC(=C1)C(F)(F)F)Cl)C=1NC(=C(N1)C(=O)N)C(=O)N (2-(2,6-dichloro-4-trifluoromethylphenyl)-imidazole-4,5-dicarboxamide). As a reaction SMILES: [Cl:1][C:2]1[CH:7]=[C:6]([C:8]([F:11])([F:10])[F:9])[CH:5]=[C:4](Cl)[C:3]=1[C:13]1[NH:14][C:15]([C:20]#[N:21])=[C:16]([C:18]#[N:19])[N:17]=1.[OH-:22].[K+].[ClH:24].C([OH:27])C>O>[Cl:24][C:4]1[CH:5]=[C:6]([C:8]([F:11])([F:10])[F:9])[CH:7]=[C:2]([Cl:1])[C:3]=1[C:13]1[NH:14][C:15]([C:20]([NH2:21])=[O:27])=[C:16]([C:18]([NH2:19])=[O:22])[N:17]=1 |f:1.2|. Reported procedure: A mixture of 2-(2,6-dichloro-4-trifluoromethylphenyl)-4,5-dicyanoimidazole (3.3 g, 0.01 mol) and potassium hydroxide (85%, 1.64 g, 0.025 mol) in ethanol (20 ml) and water (2 ml) was heated at reflux for 3.5 hours. After cooling the mixture was poured into water (100 ml) and acidified to pH1 by the addition of concentrated hydrochloric acid. The precipitated solid was filtered off and dried at 80° C. and 10 mm Hg to give 2-(2,6-dichloro-4-trifluoromethylphenyl)-imidazole-4,5-dicarboxamide (0.6 g)... Reactants: CCC1(C(=O)NC(=NC1=O)[O-])CC.[Na+] (Sodium barbital), C(CCCCCCCCCCC)OCCl (chloromethyl n-dodecyl ether), ice water. Run in CN(C=O)C (dimethylformamide). Reaction conditions: temperature 110 celsius, time 8 hour. Product: C(CCCCCCCCCCC)OCN1C(=O)N(C(=O)C(C1=O)(CC)CC)COCCCCCCCCCCCC (1,3-di-n-dodecyloxymethyl-5,5-diethyl barbituric acid). As a reaction SMILES: [CH3:1][CH2:2][C:3]1([CH2:12][CH3:13])[C:9](=[O:10])[N:8]=[C:7]([O-:11])[NH:6][C:4]1=[O:5].[Na+].[CH2:15]([O:27][CH2:28]Cl)[CH2:16][CH2:17][CH2:18][CH2:19][CH2:20][CH2:21][CH2:22][CH2:23][CH2:24][CH2:25][CH3:26]>CN(C)C=O>[CH2:15]([O:27][CH2:28][N:8]1[C:9](=[O:10])[C:3]([CH2:12][CH3:13])([CH2:2][CH3:1])[C:4](=[O:5])[N:6]([CH2:28][O:27][CH2:15][CH2:16][CH2:17][CH2:18][CH2:19][CH2:20][CH2:21][CH2:22][CH2:23][CH2:24][CH2:25][CH3:26])[C:7]1=[O:11])[CH2:16][CH2:17][CH2:18][CH2:19][CH2:20][CH2:21][CH2:22][CH2:23][CH2:24][CH2:25][CH3:26] |f:0.1|. Procedure details: Sodium barbital (4.0 g.) was suspended in 50 ml of dimethylformamide. To the suspension was added, over a period of 5 minutes, chloromethyl n-dodecyl ether (10 g.). The suspension was heated at 110° C. for a period of 1 hour and then allowed to stand overnight without heating. The suspension was poured into 500 ml of ice water and the resulting aqueous emulsion was extracted with ethyl acetate. The ethyl acetate solution was dried and the ethyl acetate was evaporated under reduced pressure to yi... Reactants: BrC1=CC=C(C=C1)C1=NOC(=C1C=1N=CNC1)C (3-(4-bromo-phenyl)-4-(1H-imidazol-4-yl)-5-methyl-isoxazole), FC1=CC=C(C=C1)[N+](=O)[O-] (1-fluoro-4-nitrobenzene). Product: BrC1=CC=C(C=C1)C1=NOC(=C1C=1N=CN(C1)C1=CC=C(C=C1)[N+](=O)[O-])C (3-(4-Bromo-phenyl)-5-methyl-4-[1-(4-nitro-phenyl)-1H-imidazol-4-yl]-isoxazole). Isolated yield 92.0%. As a reaction SMILES: [Br:1][C:2]1[CH:7]=[CH:6][C:5]([C:8]2[C:12]([C:13]3[N:14]=[CH:15][NH:16][CH:17]=3)=[C:11]([CH3:18])[O:10][N:9]=2)=[CH:4][CH:3]=1.F[C:20]1[CH:25]=[CH:24][C:23]([N+:26]([O-:28])=[O:27])=[CH:22][CH:21]=1>>[Br:1][C:2]1[CH:7]=[CH:6][C:5]([C:8]2[C:12]([C:13]3[N:14]=[CH:15][N:16]([C:20]4[CH:25]=[CH:24][C:23]([N+:26]([O-:28])=[O:27])=[CH:22][CH:21]=4)[CH:17]=3)=[C:11]([CH3:18])[O:10][N:9]=2)=[CH:4][CH:3]=1. Reported procedure: As described for Example 49, 3-(4-bromo-phenyl)-4-(1H-imidazol-4-yl)-5-methyl-isoxazole (91 mg, 0.3 mmol) using 1-fluoro-4-nitrobenzene instead of 4-fluoroacetophenone was converted to the title compound (117 mg, 92%) which was obtained as a light yellow solid. MS: m/e 425.0/426.9 [M+H]+. Starting materials: C(C1=CC=CC=C1)ON1C(C(C1COCC1=CC=CC=C1)N1C(=O)N=C(NC(C2=CC=CC=C2)=O)C=C1)=O (1-N-Benzyloxy-3-(N-benzoylcytosin-1-yl)-4-benzyloxymethyl-2-azetidinone), [H][H] (hydrogen). Reagents/catalysts: [Ni] (Raney nickel). Run in CO (methanol). Product: ON1C(C(C1CO)N1C(=O)N=C(NC(C2=CC=CC=C2)=O)C=C1)=O (1-N-Hydroxy-3-(N-benzoylcytosin-1-yl)-4-hydroxymethyl-2-azetidinone). RXN SMILES: C([O:8][N:9]1[CH:12]([CH2:13][O:14]CC2C=CC=CC=2)[CH:11]([N:22]2[CH:37]=[CH:36][C:26]([NH:27][C:28](=[O:35])[C:29]3[CH:34]=[CH:33][CH:32]=[CH:31][CH:30]=3)=[N:25][C:23]2=[O:24])[C:10]1=[O:38])C1C=CC=CC=1.[H][H]>CO.[Ni]>[OH:8][N:9]1[CH:12]([CH2:13][OH:14])[CH:11]([N:22]2[CH:37]=[CH:36][C:26]([NH:27][C:28](=[O:35])[C:29]3[CH:34]=[CH:33][CH:32]=[CH:31][CH:30]=3)=[N:25][C:23]2=[O:24])[C:10]1=[O:38]. Procedure: 1-N-Benzyloxy-3-(N-benzoylcytosin-1-yl)-4-benzyloxymethyl-2-azetidinone (10mmole) is taken up in methanol (50 ml) and hydrogenated using Raney nickel (5 g) and hydrogen at a pressure of 40 psi for 6 hours. The reaction mixture is filtered, the catalyst washed with methanol (20 ml) and the combined fractions are concentrated to afford the product as a solid. Starting materials: CI, CN(C)C=O, O=C1OC(=O)c2c(O)cccc21. The product is COc1cccc2c1C(=O)OC2=O. RXN SMILES: [CH3:13][I:14].[CH3:15][N:16]([CH3:17])[CH:18]=[O:19].[OH:1][c:2]1[c:3]2[c:7]([cH:8][cH:9][cH:10]1)[C:6](=[O:11])[O:5][C:4]2=[O:12]>>[O:1]([c:2]1[c:3]2[c:7]([cH:8][cH:9][cH:10]1)[C:6](=[O:11])[O:5][C:4]2=[O:12])[CH3:13]. Starting materials: ClC1=CC(=C(C=C1)C1=CC=NC=C1C=O)F (4-(4-chloro-2-fluorophenyl)nicotinaldehyde), [BH4-].[Na+] (NaBH4). Solvent: CO (methanol), O1CCCC1 (tetrahydrofuran). Conditions: temperature 0 celsius, time 30 minute. The product is ClC1=CC(=C(C=C1)C1=C(C=NC=C1)CO)F ((4-(4-chloro-2-fluorophenyl)pyridin-3-yl)methanol). As a reaction SMILES: [Cl:1][C:2]1[CH:7]=[CH:6][C:5]([C:8]2[C:13]([CH:14]=[O:15])=[CH:12][N:11]=[CH:10][CH:9]=2)=[C:4]([F:16])[CH:3]=1.[BH4-].[Na+]>CO.O1CCCC1>[Cl:1][C:2]1[CH:7]=[CH:6][C:5]([C:8]2[CH:9]=[CH:10][N:11]=[CH:12][C:13]=2[CH2:14][OH:15])=[C:4]([F:16])[CH:3]=1 |f:1.2|. Procedure: To a solution of 4-(4-chloro-2-fluorophenyl)nicotinaldehyde (3 g, 12.73 mmol) in a mixture of methanol (5 mL) and tetrahydrofuran (5 mL) cooled to 0° C. was added NaBH4 (0.722 g, 19.10 mmol) and the solution stirred for 30 min. The reaction was quenched by addition of water (10 mL). The solution was extracted with ethyl acetate (3×15 mL). The combined organic extracts were washed with water (1×15 mL) and brine (1×15 mL), dried with sodium sulfate and concentrated under reduced pressure to yield ...